From a dataset of the Open Reaction Database (ORD), a public repository of structured organic reaction records. describe an organic reaction: reactants, conditions, products, and yield The reactants are CC(=O)O[Pd]OC(C)=O, CCN(C(C)C)C(C)C, CC(=O)OC(C)=O, CO, O=C[O-], [Cl-], ClCCl, Cc1ccc(S(=O)(=O)n2cc(I)c3c(C=O)c(F)cnc32)cc1, [Li+], [Li+], CN(C)C=O. Product: Cc1ccc(S(=O)(=O)n2cc(C(=O)O)c3c(C=O)c(F)cnc32)cc1. RXN SMILES: [C:51]([O:52][Pd:53][O:54][C:55](=[O:56])[CH3:57])(=[O:58])[CH3:59].[CH2:37]([N:38]([CH:39]([CH3:40])[CH3:41])[CH:42]([CH3:43])[CH3:44])[CH3:45].[CH3:30][C:31]([O:32][C:33](=[O:34])[CH3:35])=[O:36].[CH3:46][OH:47].[CH:3](=[O:4])[O-:5].[Cl-:2].[Cl:48][CH2:49][Cl:50].[F:7][c:8]1[c:9]([CH:28]=[O:29])[c:10]2[c:11]([n:12][cH:13]1)[n:14]([S:18](=[O:19])(=[O:20])[c:21]1[cH:22][cH:23][c:24]([CH3:25])[cH:26][cH:27]1)[cH:15][c:16]2[I:17].[Li+:1].[Li+:6].[O:60]=[CH:61][N:62]([CH3:63])[CH3:64]>>[C:3](=[O:4])([OH:5])[c:16]1[c:10]2[c:9]([CH:28]=[O:29])[c:8]([F:7])[cH:13][n:12][c:11]2[n:14]([S:18](=[O:19])(=[O:20])[c:21]2[cH:22][cH:23][c:24]([CH3:25])[cH:26][cH:27]2)[cH:15]1. The reactants are [NH4+].[Cl-] (NH4Cl), C1(CC1)C(=O)OC(C)(C)C (t-butyl cyclopropanecarboxylate), BrCCCCBr (1,4-dibromobutane), [Li+].CC(C)[N-]C(C)C (LDA). The solvent is C1CCOC1 (THF). Reaction conditions: time 5 hour. The product is BrCCCCC1(CC1)C(=O)OC(C)(C)C (t-Butyl 1-(4-bromo-butyl)-cyclopropanecarboxylate). The yield is 36.6%. Reaction SMILES: [CH:1]1([C:4]([O:6][C:7]([CH3:10])([CH3:9])[CH3:8])=[O:5])[CH2:3][CH2:2]1.[Br:11][CH2:12][CH2:13][CH2:14][CH2:15]Br.[Li+].CC([N-]C(C)C)C.[NH4+].[Cl-]>C1COCC1>[Br:11][CH2:12][CH2:13][CH2:14][CH2:15][C:1]1([C:4]([O:6][C:7]([CH3:10])([CH3:9])[CH3:8])=[O:5])[CH2:3][CH2:2]1 |f:2.3,4.5|. Procedure: Under a N2 atmosphere at −60° C., a solution of t-butyl cyclopropanecarboxylate (80.05 g, 0.507 mol) and 1,4-dibromobutane (2193 g, 1.01 mol) in dry THF (800 mL) was added dropwise to a solution of LDA (2 M in THF/heptane/ethylbenzene, 380 mL, 0.76 mol) in 1.5 h. Stirring was continued for 5 h, during which the reaction mixture was allowed to slowly reach rt. After that, the reaction mixture was poured into saturated aqueous NH4Cl (1 L). The organic layer was separated and concentrated in vacuo ... Reaction SMILES: [CH2:19]1[O:20][CH2:21][CH2:22][CH2:23]1.[NH2:1][CH2:2][CH2:3][NH:4][C:5]([CH2:6][c:7]1[cH:8][c:9]([O:16][CH3:17])[c:10]([O:13][CH2:14][CH3:15])[cH:11][cH:12]1)=[O:18]>>[NH2:1][CH2:2][CH2:3][NH:4][CH2:5][CH2:6][c:7]1[cH:8][c:9]([O:16][CH3:17])[c:10]([O:13][CH2:14][CH3:15])[cH:11][cH:12]1. Starting materials: C1CCOC1, CCOc1ccc(CC(=O)NCCN)cc1OC. Product: CCOc1ccc(CCNCCN)cc1OC.